The task is: describe an organic reaction: reactants, conditions, products, and yield. This data is from the Open Reaction Database (ORD), a public repository of structured organic reaction records. The reactants are ClC=1C=CC2=C(N(C3=C(OC2)C=CC=C3)C[C@@H]3N(CCC3)CCC3=CC=C(C=C3)N(C)C)C1 ((R)-3-Chloro-5,11-dihydro-5-[1-(4-dimethylaminophenethyl)pyrrolidin-2-ylmethyl]dibenzo[b,e][1,4]oxazepine), Cl.CC(C)O (hydrogen chloride 2-propanol). Solvent: CC(C)O (2-propanol). Yields the product Cl.Cl.ClC=1C=CC2=C(N(C3=C(OC2)C=CC=C3)C[C@@H]3N(CCC3)CCC3=CC=C(C=C3)N(C)C)C1 ((R)-3-Chloro-5,11-dihydro-5-[1-(4-dimethylaminophenethyl)pyrrolidin-2-ylmethyl]dibenzo[b,e][1,4]oxazepine dihydrochloride), solid. Yield: 100.0%. Reaction SMILES: [Cl:1][C:2]1[CH:3]=[CH:4][C:5]2[CH2:11][O:10][C:9]3[CH:12]=[CH:13][CH:14]=[CH:15][C:8]=3[N:7]([CH2:16][C@H:17]3[CH2:21][CH2:20][CH2:19][N:18]3[CH2:22][CH2:23][C:24]3[CH:29]=[CH:28][C:27]([N:30]([CH3:32])[CH3:31])=[CH:26][CH:25]=3)[C:6]=2[CH:33]=1.[ClH:34].CC(O)C>CC(O)C>[ClH:1].[ClH:34].[Cl:1][C:2]1[CH:3]=[CH:4][C:5]2[CH2:11][O:10][C:9]3[CH:12]=[CH:13][CH:14]=[CH:15][C:8]=3[N:7]([CH2:16][C@H:17]3[CH2:21][CH2:20][CH2:19][N:18]3[CH2:22][CH2:23][C:24]3[CH:25]=[CH:26][C:27]([N:30]([CH3:32])[CH3:31])=[CH:28][CH:29]=3)[C:6]=2[CH:33]=1 |f:1.2,4.5.6|. Procedure: (R)-3-Chloro-5,11-dihydro-5-[1-(4-dimethylaminophenethyl)pyrrolidin-2-ylmethyl]dibenzo[b,e][1,4]oxazepine (10.6 g, 22.9 mmol) was dissolved in 2-propanol (100 ml). 4 M hydrogen chloride/2-propanol (22.9 ml) was added to the obtained solution. The solvent was evaporated under reduced pressure, and 4 M hydrogen chloride/2-propanol (11.5 ml) was added to the residue. The solvent was evaporated under reduced pressure to obtain the title compound in the form of a light yellow solid (12.9 g, 100%). Starting materials: C(C1=CC=CC=C1)OC=1C=CC(=C2C=CC(NC12)=O)[C@@H](CN[C@H](CC1=CC=C(C=C1)OC)C)O (8-benzyloxy-5-{(1S)-1-hydroxy-2-[N-((1S)-2-(p-methoxyphenyl)-1-methylethyl)amino]ethyl}carbostyril), Cl (hydrochloric acid). The reagents and catalysts are [Pd] (palladium-charcoal). The solvent is O1CCCC1 (tetrahydrofuran). Reaction conditions: time 2 hour. Yields the product Cl.OC=1C=CC(=C2C=CC(NC12)=O)[C@@H](CN[C@H](CC1=CC=C(C=C1)OC)C)O (8-hydroxy-5-{(1S)-1-hydroxy-2-[N-((1S)-2-(p-methoxyphenyl)-1-methylethyl)amino]ethyl}carbostyril hydrochloride). Isolated yield 77.0%. As a reaction SMILES: C([O:8][C:9]1[CH:10]=[CH:11][C:12]([C@H:20]([OH:34])[CH2:21][NH:22][C@@H:23]([CH3:33])[CH2:24][C:25]2[CH:30]=[CH:29][C:28]([O:31][CH3:32])=[CH:27][CH:26]=2)=[C:13]2[C:18]=1[NH:17][C:16](=[O:19])[CH:15]=[CH:14]2)C1C=CC=CC=1.[ClH:35]>[Pd].O1CCCC1>[ClH:35].[OH:8][C:9]1[CH:10]=[CH:11][C:12]([C@H:20]([OH:34])[CH2:21][NH:22][C@@H:23]([CH3:33])[CH2:24][C:25]2[CH:26]=[CH:27][C:28]([O:31][CH3:32])=[CH:29][CH:30]=2)=[C:13]2[C:18]=1[NH:17][C:16](=[O:19])[CH:15]=[CH:14]2 |f:4.5|. Procedure details: A mixture of 916 mg of 8-benzyloxy-5-{(1S)-1-hydroxy-2-[N-((1S)-2-(p-methoxyphenyl)-1-methylethyl)amino]ethyl}carbostyril, 100 mg of 10% palladium-charcoal, 2 ml of 1N hydrochloric acid and 20 ml of tetrahydrofuran is shaken at room temperature at an atmospheric pressure under a hydrogen atmosphere for 2 hours. Insoluble materials are collected by filtration and washed with an aqueous 10% ethanol solution. The filtrate and washings are combined, and the combined solution is concentrated under re... Reactants: O=CO, N#Cc1cccnc1Oc1cccc(Oc2ccccc2)c1, O. Yields the product O=Cc1cccnc1Oc1cccc(Oc2ccccc2)c1. RXN SMILES: [CH:23](=[O:24])[OH:25].[O:1]([c:2]1[cH:3][cH:4][cH:5][cH:6][cH:7]1)[c:8]1[cH:9][c:10]([O:11][c:12]2[n:13][cH:14][cH:15][cH:16][c:17]2[C:18]#[N:19])[cH:20][cH:21][cH:22]1.[OH2:26]>>[O:1]([c:2]1[cH:3][cH:4][cH:5][cH:6][cH:7]1)[c:8]1[cH:9][c:10]([O:11][c:12]2[n:13][cH:14][cH:15][cH:16][c:17]2[CH:18]=[O:24])[cH:20][cH:21][cH:22]1. The reactants are [N+](=O)([O-])C=1C=CC2=C([C@@H]3[C@H]([C@](O2)(C(OC)OC)C)O3)C1 ((2S,3R,4R)-6-nitro-2-methyl-2-dimethoxymethyl-3,4-epoxy-3,4-dihydro-2H-1-benzopyran), OC1=C(C=CC=C1)NCC=1N=NN(N1)C (N-(2-hydroxyphenyl)-N-(2-methyl-2H-tetrazol-5-ylmethyl)amine). Reaction SMILES: [N+:1]([C:4]1[CH:5]=[CH:6][C:7]2[O:12][C@:11]([CH3:18])([CH:13]([O:16][CH3:17])[O:14][CH3:15])[C@@H:10]3[O:19][C@@H:9]3[C:8]=2[CH:20]=1)([O-:3])=[O:2].[OH:21][C:22]1[CH:27]=[CH:26][CH:25]=[CH:24][C:23]=1[NH:28][CH2:29][C:30]1[N:31]=[N:32][N:33]([CH3:35])[N:34]=1>>[N+:1]([C:4]1[CH:5]=[CH:6][C:7]2[O:12][C@:11]([CH3:18])([CH:13]([O:16][CH3:17])[O:14][CH3:15])[C@H:10]([OH:19])[C@@H:9]([N:28]([C:23]3[CH:24]=[CH:25][CH:26]=[CH:27][C:22]=3[OH:21])[CH2:29][C:30]3[N:31]=[N:32][N:33]([CH3:35])[N:34]=3)[C:8]=2[CH:20]=1)([O-:3])=[O:2]. Procedure: The same procedure as step 3 of example 1 was accomplished, except for using the epoxide compound (370 mg, 1.32 mmol) obtained in step 1 of example 2 and N-(2-hydroxyphenyl)-N-(2-methyl-2H-tetrazol-5-ylmethyl)amine. The crude product was purified by silica gel column chromatography (developing solvent-n-hexane:ethyl acetate=1:2), to give desired compound (140 mg, yield: 21%). The product is [N+](=O)([O-])C=1C=CC2=C([C@@H]([C@H]([C@](O2)(C(OC)OC)C)O)N(CC=2N=NN(N2)C)C2=C(C=CC=C2)O)C1 ((2S,3R,4S)-6-nitro-4-[N-(2-hydroxyphenyl)-N-(2-methyl-2H-tetrazol-5-ylmethyl)amino]-3-hydroxy-2-methyl-2-dimethoxymethyl-3,4-dihydro-2H-1-benzopyran). Isolated yield 21.0%. Reactants: resultant mixture, [H][H] (hydrogen), COC1=C(C=C(C2=CC=CC=C12)OCC1=CC=CC=C1)C (1-methoxy-2-methyl-4-benzyloxynaphthalene). The reagents and catalysts are [Pd] (palladium/carbon). Run in C(C)(=O)OCC (ethyl acetate). Product: COC1=C(C=C(C2=CC=CC=C12)O)C (4-methoxy-3-methyl-1-naphthol). As a reaction SMILES: [CH3:1][O:2][C:3]1[C:12]2[C:7](=[CH:8][CH:9]=[CH:10][CH:11]=2)[C:6]([O:13]CC2C=CC=CC=2)=[CH:5][C:4]=1[CH3:21].[H][H]>[Pd].C(OCC)(=O)C>[CH3:1][O:2][C:3]1[C:12]2[C:7](=[CH:8][CH:9]=[CH:10][CH:11]=2)[C:6]([OH:13])=[CH:5][C:4]=1[CH3:21]. Procedure: The 1-methoxy-2-methyl-4-benzyloxynaphthalene, in an amount of 925 milligrams, is added to a mixture of 286 milligrams of a 10 percent palladium/carbon catalyst in 20 milliliters of ethyl acetate. The resultant mixture is subjected to hydrogenolysis by contact with a mixture of hydrogen and nitrogen at atmospheric pressure for 38 hours. Subsequent to the hydrogenolysis, the catalyst is removed by centrifugation, and the crude product is obtained by solvent evaporation. Crystallization of the pro... Reactants: ClC1=CC2=C(C(NC3=NC=CC=C23)=O)C=C1 (9-Chloro-5H-benzo[c][1,8]naphthyridin-6-one), CC(C)([O-])C.[Na+] (sodium tert-butoxide), COC1=C(CN)C=CC=C1 (2-methoxy-benzylamine), C1(CCCCC1)P(C1=C(C=CC=C1)C1=C(C=C(C=C1C(C)C)C(C)C)C(C)C)C1CCCCC1 (2-dicyclohexylphosphino-2′,4′,6′-triisopropylbiphenyl). Procedure details: 9-Chloro-5H-benzo[c][1,8]naphthyridin-6-one (40 mg, 0.17 mmol), 2-methoxy-benzylamine (36 mg, 0.26 mmol), palladium(II) acetate (2 mg, 0.01 mmol), 2-dicyclohexylphosphino-2′,4′,6′-triisopropylbiphenyl (7 mg, 0.02 mmol), and sodium tert-butoxide (50 mg, 0.52 mmol) were suspended in dioxane (1 mL), and stirred overnight at 100° C. The reaction mixture was diluted with MeOH, filtered through a filter membrane, and purified via prep-LC-MS. The recovered product was converted to the HCl salt via susp... Reaction SMILES: Cl[C:2]1[CH:16]=[CH:15][C:5]2[C:6](=[O:14])[NH:7][C:8]3[C:13]([C:4]=2[CH:3]=1)=[CH:12][CH:11]=[CH:10][N:9]=3.CO[C:19]1[CH:26]=[CH:25][CH:24]=[CH:23][C:20]=1[CH2:21][NH2:22].C1(P(C2CCCCC2)C2C=CC=CC=2C2C(C(C)C)=CC(C(C)C)=CC=2C(C)C)CCCCC1.C[C:62](C)([O-:64])C.[Na+]>O1CCOCC1.CO.C([O-])(=O)C.[Pd+2].C([O-])(=O)C>[CH3:62][O:64][C:25]1[CH:26]=[CH:19][C:20]([CH2:21][NH:22][C:2]2[CH:16]=[CH:15][C:5]3[C:6](=[O:14])[NH:7][C:8]4[C:13]([C:4]=3[CH:3]=2)=[CH:12][CH:11]=[CH:10][N:9]=4)=[CH:23][CH:24]=1 |f:3.4,7.8.9|. Yield: 17.8%. The solvent is O1CCOCC1 (dioxane), CO (MeOH). Reagents/catalysts: C(C)(=O)[O-].[Pd+2].C(C)(=O)[O-] (palladium(II) acetate). Yields the product COC1=CC=C(CNC2=CC3=C(C(NC4=NC=CC=C34)=O)C=C2)C=C1 (9-(4-Methoxy-benzylamino)-5H-benzo[c][1,8]naphthyridin-6-one). Conditions: temperature 100 celsius, time 8 hour.